From a dataset of the Open Reaction Database (ORD), a public repository of structured organic reaction records. describe an organic reaction: reactants, conditions, products, and yield Conditions: temperature -10 celsius, time 2 hour. Reaction SMILES: [NH2:1][C@H:2]([C:8]([NH:10][C@H:11]([C:24]([NH:26][CH2:27][CH2:28][C:29]([OH:31])=[O:30])=[O:25])[CH2:12][CH2:13][CH2:14][CH2:15][NH:16][C:17]([O:19][C:20]([CH3:23])([CH3:22])[CH3:21])=[O:18])=[O:9])[CH2:3][CH2:4][C:5](=[O:7])[OH:6].C(N1C=CN=C1)(N1C=CN=C1)=O.SCC(CC(OC)=O)C([N:49]1[CH2:56][CH2:55][CH2:54][C@H:50]1[C:51]([OH:53])=[O:52])=O.C(N1CCOCC1)C>CN(C)C=O>[NH2:1][C@H:2]([C:8]([NH:10][C@H:11]([C:24]([NH:26][CH2:27][CH2:28][C:29]([OH:31])=[O:30])=[O:25])[CH2:12][CH2:13][CH2:14][CH2:15][NH:16][C:17]([O:19][C:20]([CH3:23])([CH3:22])[CH3:21])=[O:18])=[O:9])[CH2:3][CH2:4][C:5](=[O:6])[OH:7].[NH:49]1[CH2:56][CH2:55][CH2:54][C@H:50]1[C:51]([OH:53])=[O:52]. Yields the product N[C@@H](CCC(O)=O)C(=O)N[C@@H](CCCCNC(=O)OC(C)(C)C)C(=O)NCCC(=O)O (L-glutamyl-Nε -tertbutyloxycarbonyl-L-lysyl-β-alanine), N1[C@H](C(=O)O)CCC1 (L-proline). Reactants: N[C@@H](CCC(O)=O)C(=O)N[C@@H](CCCCNC(=O)OC(C)(C)C)C(=O)NCCC(=O)O (L-glutamyl-Nε -tert-butyloxycarbonyl-L-lysyl-β-alanine), C(=O)(N1C=NC=C1)N1C=NC=C1 (1,1'-carbonyldiimidazole), SCC(C(=O)N1[C@H](C(=O)O)CCC1)CC(=O)OC (N-[3-Mercapto-2-(methoxycarbonylmethyl)propanoyl]-L-proline), C(C)N1CCOCC1 (N-ethyl morpholine). The solvent is CN(C=O)C (dimethylformamide), CN(C=O)C (DMF), CN(C=O)C (DMF). Procedure: A solution of 10 mmoles of Nα -pyro-L-glutamyl-Nε -tert-butyloxycarbonyl-L-lysyl-β-alanine in redistilled dimethylformamide (DMF) is cooled in an ice-dry ice-acetone bath at -20° C. To this solution is added a cold solution of 10 mmoles of 1,1'-carbonyldiimidazole in DMF. The solution is stirred at -10° C. for two hours and then mixed with a cold solution of 10 mmoles of N-[3-mercapto-2-(methoxycarbonylmethyl)propanoyl]-L-proline (from Example 82) in DMF which is neutralized with N-ethyl morphol... The reactants are ClC=1C=C(N)C=CC1Cl (3,4-dichloroaniline), C(C(=O)C)(=O)OCC (ethyl pyruvate), C(C)OC(C(NC1=CC(=C(C=C1)Cl)Cl)C)=O (N-(3,4-dichlorophenyl)-D,L-alanine ethyl ester). The product is ClC=1C=C(C=CC1Cl)NC(C)C(=O)O (N-(3,4-dichlorophenyl)-D,L-alanine). Reaction SMILES: ClC1C=C(C=CC=1Cl)N.C(OCC)(=O)C(C)=O.C([O:20][C:21](=[O:33])[CH:22]([CH3:32])[NH:23][C:24]1[CH:29]=[CH:28][C:27]([Cl:30])=[C:26]([Cl:31])[CH:25]=1)C>>[Cl:31][C:26]1[CH:25]=[C:24]([NH:23][CH:22]([C:21]([OH:33])=[O:20])[CH3:32])[CH:29]=[CH:28][C:27]=1[Cl:30]. Procedure details: Alternatively, following General Procedure A above and using 3,4-dichloroaniline (Aldrich) and ethyl pyruvate (Aldrich), N-(3,4-dichlorophenyl)-D,L-alanine ethyl ester was prepared as an oil. The reaction was monitored by tlc on silica gel (Rf=0.4 in 25% EtOAc/Hexanes) and purification was by preparative plate chromatography (silica gel using 25% EtOAc/Hexanes as eluent). The reactants are CO, Cc1ccc2ncncc2c1, O=[Se]=O. Product: O=Cc1ccc2ncncc2c1. Reaction SMILES: [CH3:15][OH:16].[CH3:1][c:2]1[cH:3][c:4]2[cH:5][n:6][cH:7][n:8][c:9]2[cH:10][cH:11]1.[Se:12](=[O:13])=[O:14]>>[CH:1]([c:2]1[cH:3][c:4]2[cH:5][n:6][cH:7][n:8][c:9]2[cH:10][cH:11]1)=[O:13]. The reactants are COc1ccc(-c2n[nH]c(=O)c(C#N)c2-c2ccc(OC)cc2)cc1, ClCC1CCCC1. Yields the product COc1ccc(-c2nn(CC3CCCC3)c(=O)c(C#N)c2-c2ccc(OC)cc2)cc1. RXN SMILES: [CH3:1][O:2][c:3]1[cH:4][cH:5][c:6](-[c:9]2[c:10]([C:24]#[N:25])[c:11](=[O:23])[nH:12][n:13][c:14]2-[c:15]2[cH:16][cH:17][c:18]([O:21][CH3:22])[cH:19][cH:20]2)[cH:7][cH:8]1.[CH:26]1([CH2:31][Cl:32])[CH2:27][CH2:28][CH2:29][CH2:30]1>>[CH3:1][O:2][c:3]1[cH:4][cH:5][c:6](-[c:9]2[c:10]([C:24]#[N:25])[c:11](=[O:23])[n:12]([CH2:31][CH:26]3[CH2:27][CH2:28][CH2:29][CH2:30]3)[n:13][c:14]2-[c:15]2[cH:16][cH:17][c:18]([O:21][CH3:22])[cH:19][cH:20]2)[cH:7][cH:8]1.